This data is from the Open Reaction Database (ORD), a public repository of structured organic reaction records. The task is: describe an organic reaction: reactants, conditions, products, and yield Reactants: ClC1=CC(=C(OC[C@@H](CN2C(C=3C(C2=O)=CC=CC3)=O)O)C=C1)O ((R)-1-(4-chloro-2-hydroxyphenoxy)-3-phthalimido-2-propanol), C([O-])([O-])=O.[Na+].[Na+] (sodium carbonate), ClCCCl (1,2-dichloroethane), C(C)(=O)OC(C)=O (acetic anhydride). The solvent is O (water). Reaction conditions: time 15 hour. Yields the product ClC1=CC(=C(OC[C@@H](CN2C(C=3C(C2=O)=CC=CC3)=O)O)C=C1)OC(C)=O ((R)-1-(4-chloro-2-acetoxyphenoxy)-3-phthalimido-2-propanol). The yield is 95.4%. Reaction SMILES: [Cl:1][C:2]1[CH:23]=[CH:22][C:5]([O:6][CH2:7][C@H:8]([OH:21])[CH2:9][N:10]2[C:14](=[O:15])[C:13]3=[CH:16][CH:17]=[CH:18][CH:19]=[C:12]3[C:11]2=[O:20])=[C:4]([OH:24])[CH:3]=1.C(=O)([O-])[O-].[Na+].[Na+].ClCCCl.[C:35](OC(=O)C)(=[O:37])[CH3:36]>O>[Cl:1][C:2]1[CH:23]=[CH:22][C:5]([O:6][CH2:7][C@H:8]([OH:21])[CH2:9][N:10]2[C:11](=[O:20])[C:12]3=[CH:19][CH:18]=[CH:17][CH:16]=[C:13]3[C:14]2=[O:15])=[C:4]([O:24][C:35](=[O:37])[CH3:36])[CH:3]=1 |f:1.2.3|. Procedure details: To a reaction vessel were added (R)-1-(4-chloro-2-hydroxyphenoxy)-3-phthalimido-2-propanol 348 mg (1.00 mmol), sodium carbonate 159 mg (1.50 mmol) and 1,2-dichloroethane 4 mL. After to the mixture was dropped acetic anhydride 122 mg (1.20 mmol), the mixture was stirred at room temperature for 15 hours. After terminating the reaction by adding water, the water layer was removed and the organic layer was washed with an aqueous 5% HCl solution and an aqueous 5% NaCl solution successively. The organ... Starting materials: NCC(C)O ((RS)-1-amino-2-propanol), C1(=CC=CC=C1)C (toluene), O=CCC1SC2=CC=CC=C2C(C1)=O (2-(2-oxoethyl)-4-thiochromanone), O (water), C1(=CC=CC=C1)C (toluene). Reagents/catalysts: C1(=CC=C(C=C1)S(=O)(=O)O)C (p-toluenesulfonic acid). Reaction conditions: time 35 minute. Yields the product N1(C2=C(C=C1)CSC1=C2C=CC=C1)CC(C)O ((RS)-1-(1,4-dihydro-[1]benzothiopyrano[4,3-b]pyrrol-1-yl)-propan-2-ol). The yield is 76.0%. As a reaction SMILES: O=CC[CH:4]1[CH2:13][C:12](=O)[C:11]2[C:6](=[CH:7][CH:8]=[CH:9][CH:10]=2)[S:5]1.O.[NH2:16][CH2:17][CH:18]([OH:20])[CH3:19].[C:21]1(C)C=CC=C[CH:22]=1>C1(C)C=CC(S(O)(=O)=O)=CC=1>[N:16]1([CH2:17][CH:18]([OH:20])[CH3:19])[CH:22]=[CH:21][C:13]2[CH2:4][S:5][C:6]3[CH:7]=[CH:8][CH:9]=[CH:10][C:11]=3[C:12]1=2. Procedure details: A solution of 2 g of 2-(2-oxoethyl)-4-thiochromanone and 120 mg of p-toluenesulfonic acid in 100 ml of anhydrous toluene was heated on a water separator, A solution of 2.9 g of (RS)-1-amino-2-propanol in 20 ml of anhydrous toluene was added dropwise to the boiling solution over a period of 5 minutes. Subsequently, the mixture was boiled for an additional 35 minutes, during which the solvent was reduced to a volume of 20 ml. The cooled reaction mixture was purified by column chromatography on sil... Starting materials: C(=O)NC=1SC=C(N1)C(C(=O)NC1[C@@H]2N(C(=C(CS2)CSC2=NN=NN2CC=C)C(=O)O)C1=O)=NOCC(F)(F)F (7-[2-(2-formamidothiazol-4-yl)-2-(2,2,2-trifluoroethoxyimino)acetamido]-3-(1-allyl-1H-tetrazol-5-yl)thiomethyl-3-cephem-4-carboxylic acid), Cl (hydrochloric acid), Example 17 ( 2 ). Solvent: CO (methanol). The product is NC=1SC=C(N1)C(C(=O)NC1[C@@H]2N(C(=C(CS2)CSC2=NN=NN2CC=C)C(=O)O)C1=O)=NOCC(F)(F)F (7-[2-(2-aminothiazol-4-yl)-2-(2,2,2-trifluoroethoxyimino)acetamido]-3-(1-allyl-1H-tetrazol-5-yl)thiomethyl-3-cephem-4-carboxylic acid). Yield: 48.0%. As a reaction SMILES: C([NH:3][C:4]1[S:5][CH:6]=[C:7]([C:9](=[N:35][O:36][CH2:37][C:38]([F:41])([F:40])[F:39])[C:10]([NH:12][CH:13]2[C:33](=[O:34])[N:15]3[C:16]([C:30]([OH:32])=[O:31])=[C:17]([CH2:20][S:21][C:22]4[N:26]([CH2:27][CH:28]=[CH2:29])[N:25]=[N:24][N:23]=4)[CH2:18][S:19][C@H:14]23)=[O:11])[N:8]=1)=O.Cl>CO>[NH2:3][C:4]1[S:5][CH:6]=[C:7]([C:9](=[N:35][O:36][CH2:37][C:38]([F:39])([F:40])[F:41])[C:10]([NH:12][CH:13]2[C:33](=[O:34])[N:15]3[C:16]([C:30]([OH:32])=[O:31])=[C:17]([CH2:20][S:21][C:22]4[N:26]([CH2:27][CH:28]=[CH2:29])[N:25]=[N:24][N:23]=4)[CH2:18][S:19][C@H:14]23)=[O:11])[N:8]=1. Procedure: A mixture of 7-[2-(2-formamidothiazol-4-yl)-2-(2,2,2-trifluoroethoxyimino)acetamido]-3-(1-allyl-1H-tetrazol-5-yl)thiomethyl-3-cephem-4-carboxylic acid (syn isomer, 1.2 g.), conc. hydrochloric acid (0.4 g.) and methanol (13 ml.) was treated in a similar manner to that of Example 17 (2) to give 7-[2-(2-aminothiazol-4-yl)-2-(2,2,2-trifluoroethoxyimino)acetamido]-3-(1-allyl-1H-tetrazol-5-yl)thiomethyl-3-cephem-4-carboxylic acid (syn isomer, 0.55 g.). Reactants: C1CCOC1, Cc1oc(C(=O)O)cc1-c1ccnn1C, O=C1CCC(=O)N1Cl. Product: Cc1oc(C(=O)O)cc1-c1c(Cl)cnn1C. Reaction SMILES: [CH2:24]1[O:25][CH2:26][CH2:27][CH2:28]1.[CH3:1][c:2]1[c:3](-[c:10]2[cH:11][cH:12][n:13][n:14]2[CH3:15])[cH:4][c:5]([C:7](=[O:8])[OH:9])[o:6]1.[Cl:16][N:17]1[C:18](=[O:19])[CH2:20][CH2:21][C:22]1=[O:23]>>[CH3:1][c:2]1[c:3](-[c:10]2[c:11]([Cl:16])[cH:12][n:13][n:14]2[CH3:15])[cH:4][c:5]([C:7](=[O:8])[OH:9])[o:6]1.